This data is from the Open Reaction Database (ORD), a public repository of structured organic reaction records. The task is: describe an organic reaction: reactants, conditions, products, and yield Reactants: CCOc1cc(OC)ccc1C1=NC(C)C(c2ccc(Cl)cc2)N1, CCOc1cc(OC)ccc1C1=NC(CC2CCCC2)C(c2ccc(Cl)cc2)N1C(=O)N1CCN(C)CC1, O=C([O-])C(F)(F)F. Yields the product CCOc1cc(OC)ccc1C1=NC(C)C(c2ccc(Cl)cc2)N1C(=O)N1CCN(C)CC1. As a reaction SMILES: [Cl:1][c:2]1[cH:3][cH:4][c:5]([CH:6]2[NH:7][C:8]([c:9]3[cH:10][cH:11][c:12]([O:13][CH3:14])[cH:15][c:16]3[O:17][CH2:18][CH3:19])=[N:20][CH:21]2[CH3:22])[cH:23][cH:24]1.[Cl:32][c:33]1[cH:34][cH:35][c:36]([CH:39]2[CH:40]([CH2:64][CH:65]3[CH2:66][CH2:67][CH2:68][CH2:69]3)[N:41]=[C:42]([c:53]3[c:54]([O:61][CH2:62][CH3:63])[cH:55][c:56]([O:59][CH3:60])[cH:57][cH:58]3)[N:43]2[C:44](=[O:45])[N:46]2[CH2:47][CH2:48][N:49]([CH3:52])[CH2:50][CH2:51]2)[cH:37][cH:38]1.[O-:25][C:26]([C:27]([F:28])([F:29])[F:30])=[O:31]>>[Cl:32][c:33]1[cH:34][cH:35][c:36]([CH:39]2[CH:40]([CH3:64])[N:41]=[C:42]([c:53]3[c:54]([O:61][CH2:62][CH3:63])[cH:55][c:56]([O:59][CH3:60])[cH:57][cH:58]3)[N:43]2[C:44](=[O:45])[N:46]2[CH2:47][CH2:48][N:49]([CH3:52])[CH2:50][CH2:51]2)[cH:37][cH:38]1. Starting materials: N1=CC(=CC=C1)C1=NNC2=CC=C(C=C12)C#N (3-(3-pyridyl)-1H-indazole-5-carbonitrile), N(=[N+]=[N-])[Sn](CCCC)(CCCC)CCCC (azidotributyl tin). Reported procedure: The title compound was prepared from 3-(3-pyridyl)-1H-indazole-5-carbonitrile (0.068 g, 0.031 mmol), azidotributyl tin (0.116 g, 0.096 mL, 0.32 mmol) in toluene (10 mL). The product was isolated using the procedure described for Example 161 (0.009 g, 0.04 mmol, 12.5% yield): 1H NMR (DMSO-d6) δ 14.0 (br s, 1H), 9.2 (d, 1H), 8.8 (s, 1H), 8.7 (d, 1H), 8.5 (d, 1H), 7.83–7.78 (m, 2H), 7.76–7.64 (m, 1H); ES-MS (m/z) 264 [M+1]+. Yields the product N1=CC(=CC=C1)C1=NNC2=CC=C(C=C12)C=1N=NNN1 (5-(3-(3-Pyridyl)-1H-indazole-5-yl)-2H-1,2,3,4-tetrazole), Example 161. Run in C1(=CC=CC=C1)C (toluene). The yield is 129.0%. As a reaction SMILES: [N:1]1[CH:6]=[CH:5][CH:4]=[C:3]([C:7]2[C:15]3[C:10](=[CH:11][CH:12]=[C:13]([C:16]#[N:17])[CH:14]=3)[NH:9][N:8]=2)[CH:2]=1.[N:18]([Sn](CCCC)(CCCC)CCCC)=[N+:19]=[N-:20]>C1(C)C=CC=CC=1>[N:1]1[CH:6]=[CH:5][CH:4]=[C:3]([C:7]2[C:15]3[C:10](=[CH:11][CH:12]=[C:13]([C:16]4[N:18]=[N:19][NH:20][N:17]=4)[CH:14]=3)[NH:9][N:8]=2)[CH:2]=1.